This data is from the Open Reaction Database (ORD), a public repository of structured organic reaction records. The task is: describe an organic reaction: reactants, conditions, products, and yield The product is BrC1=CC=C(C=C1)C1=NN(C(N1)=O)C (3-(4-Bromophenyl)-1-methyl-4,5-dihydro-1H-1,2,4-triazol-5-one). As a reaction SMILES: [Br:1][C:2]1[CH:7]=[CH:6][C:5](/[CH:8]=[N:9]/[N:10]([CH3:14])[C:11]([NH2:13])=[O:12])=[CH:4][CH:3]=1.BrBr.CCOCC>CC(O)=O>[Br:1][C:2]1[CH:3]=[CH:4][C:5]([C:8]2[NH:13][C:11](=[O:12])[N:10]([CH3:14])[N:9]=2)=[CH:6][CH:7]=1. Run at temperature 95 celsius, time 30 minute. Reported procedure: To a solution of compound 51a (5.8 g, 23 mmol) in AcOH (20 mL) was added Br2 (7.3 g, 46 mmol) dropwise at 95° C. The reaction mixture was stirred for another 30 min at 95° C. and allowed to cool to rt. Et2O (100 mL) was added. The solids formed were collected by filtration and washed with Et2O (2×30 mL) to obtain compound 51b as a yellow solid. Mass Spectrum (LCMS, ESI pos.): Calcd. for C9H8BrN3O: 254.0 (M+H). Found 254.1. The reactants are BrC1=CC=C(C=C1)\C=N\N(C(=O)N)C (1-[(E)-[(4-Bromophenyl)methylidene]amino]-1-methylurea), BrBr (Br2), CCOCC (Et2O). Run in CC(=O)O (AcOH). Starting materials: Cl.C(C)(C)(C)OC(CN)=O (Glycine t-butyl ester hydrochloride), [OH-].[Na+] (sodium hydroxide). The product is C(C)(C)(C)OC(CN)=O (glycine t-butyl ester). Isolated yield 70.1%. RXN SMILES: Cl.[C:2]([O:6][C:7](=[O:10])[CH2:8][NH2:9])([CH3:5])([CH3:4])[CH3:3].[OH-].[Na+]>>[C:2]([O:6][C:7](=[O:10])[CH2:8][NH2:9])([CH3:5])([CH3:4])[CH3:3] |f:0.1,2.3|. Procedure: Glycine t-butyl ester hydrochloride (2.51 g, 15 mmol) was treated with 10N aqueous sodium hydroxide (1.6 ml) and extracted with dichloromethane (50 ml). The dichloromethane solution was back washed with saturated aqueous sodium chloride (2×5 ml), dried over sodium sulfate, and concentrated in vacuo to yield the glycine t-butyl ester (1.38 g, 70% yield). Reactants: C(C)(C)(C)OC(=O)N1CCNCC1 (tert-butyl-1-piperazinecarboxylate), [I-].[Na+] (sodium iodide), C([O-])([O-])=O.[K+].[K+] (potassium carbonate), ClCCOC1=CC=CC=2N3C4=C(C=CC=C4C12)OCC3C3=CC=CC=C3 (7-(2-chloroethoxy)-1-phenyl-1,2-dihydro[1,4]oxazino[2,3,4-jk]carbazole). The solvent is CN(C)C=O (DMF). Run at temperature 85 celsius. The product is C1(=CC=CC=C1)C1COC=2C=CC=C3C=4C(=CC=CC4N1C23)OCCN2CCN(CC2)C(=O)OC(C)(C)C (tert-butyl 4-{2-[(1-phenyl-1,2-dihydro[1,4]oxazino[2,3,4-jk]carbazol-7-yl)oxy]ethyl}-1-piperazinecarboxylate). Isolated yield 76.5%. RXN SMILES: Cl[CH2:2][CH2:3][O:4][C:5]1[C:17]2[C:16]3[C:11]4=[C:12]([O:18][CH2:19][CH:20]([C:21]5[CH:26]=[CH:25][CH:24]=[CH:23][CH:22]=5)[N:10]4[C:9]=2[CH:8]=[CH:7][CH:6]=1)[CH:13]=[CH:14][CH:15]=3.[C:27]([O:31][C:32]([N:34]1[CH2:39][CH2:38][NH:37][CH2:36][CH2:35]1)=[O:33])([CH3:30])([CH3:29])[CH3:28].[I-].[Na+].C(=O)([O-])[O-].[K+].[K+]>CN(C=O)C>[C:21]1([CH:20]2[N:10]3[C:11]4[C:16]([C:17]5[C:5]([O:4][CH2:3][CH2:2][N:37]6[CH2:36][CH2:35][N:34]([C:32]([O:31][C:27]([CH3:30])([CH3:29])[CH3:28])=[O:33])[CH2:39][CH2:38]6)=[CH:6][CH:7]=[CH:8][C:9]=53)=[CH:15][CH:14]=[CH:13][C:12]=4[O:18][CH2:19]2)[CH:26]=[CH:25][CH:24]=[CH:23][CH:22]=1 |f:2.3,4.5.6|. Procedure: To a mixture of 7-(2-chloroethoxy)-1-phenyl-1,2-dihydro[1,4]oxazino[2,3,4-jk]carbazole (0.453 g, 1.24 mmol) in dry DMF (6 mL) is added tert-butyl-1-piperazinecarboxylate (0.232 g, 1.24 mmol), sodium iodide (0.018 g, 0.124 mmol), and potassium carbonate (0.342 g, 2.48 mmol). The mixture is heated at 85° C. for 20 h. The mixture is then cooled and partitioned between Et2O and water. The organic layer is washed twice with water (200 mL), dried over anhydrous sodium sulfate and concentrated. Column ... Starting materials: CSC1=NC=C(C=N1)C(=O)OCC (2-methylthio-5-ethoxycarbonylpyrimidine), [Li+].[OH-] (LiOH). Run in O1CCOCC1 (dioxane). Run at time 8 hour. Product: CSC1=NC=C(C=N1)C(=O)O (2-Methylthio-5-hydroxycarbonylpyrimidine). As a reaction SMILES: [CH3:1][S:2][C:3]1[N:8]=[CH:7][C:6]([C:9]([O:11]CC)=[O:10])=[CH:5][N:4]=1.[Li+].[OH-]>O1CCOCC1>[CH3:1][S:2][C:3]1[N:8]=[CH:7][C:6]([C:9]([OH:11])=[O:10])=[CH:5][N:4]=1 |f:1.2|. Reported procedure: 1 Eq. of 2-methylthio-5-ethoxycarbonylpyrimidine were dissolved in dioxane and, after addition of 2 eq. of 2N LiOH, stirred overnight. The solvent was then removed under reduced pressure, and the residue was dissolved in EtOH. After addition of a stoichiometric amount of ethereal HCl, the solution was again evaporated to dryness. Water which was still present was removed by azeotropic drying with toluene once.